From a dataset of the Open Reaction Database (ORD), a public repository of structured organic reaction records. describe an organic reaction: reactants, conditions, products, and yield The reactants are C(C)(=O)NCC(CNC=1C=NC(=C(C1)NC1=NC(=CC(=C1)C)C)C(NC(C1=CC=C(C=C1)OC)C1=CC=C(C=C1)OC)=O)NC(OC(C)(C)C)=O (tert-butyl {1-(acetylamino)-3-[(6-{[bis(4-methoxyphenyl)methyl]carbamoyl}-5-[(4,6-dimethylpyridin-2-yl)amino]pyridin-3-yl)amino]propan-2-yl}carbamate), C(=O)(C(F)(F)F)O (TFA), C(C)[SiH](CC)CC (triethylsilane). Reaction SMILES: [C:1]([NH:4][CH2:5][CH:6]([NH:44]C(=O)OC(C)(C)C)[CH2:7][NH:8][C:9]1[CH:10]=[N:11][C:12]([C:24](=[O:43])[NH:25]C(C2C=CC(OC)=CC=2)C2C=CC(OC)=CC=2)=[C:13]([NH:15][C:16]2[CH:21]=[C:20]([CH3:22])[CH:19]=[C:18]([CH3:23])[N:17]=2)[CH:14]=1)(=[O:3])[CH3:2].[C:52]([OH:58])([C:54]([F:57])([F:56])[F:55])=[O:53].C([SiH](CC)CC)C>C(Cl)Cl>[OH:58][C:52]([C:54]([F:57])([F:56])[F:55])=[O:53].[C:1]([NH:4][CH2:5][CH:6]([NH2:44])[CH2:7][NH:8][C:9]1[CH:14]=[C:13]([NH:15][C:16]2[CH:21]=[C:20]([CH3:22])[CH:19]=[C:18]([CH3:23])[N:17]=2)[C:12]([C:24]([NH2:25])=[O:43])=[N:11][CH:10]=1)(=[O:3])[CH3:2] |f:4.5|. Reported procedure: To a solution of tert-butyl {1-(acetylamino)-3-[(6-{[bis(4-methoxyphenyl)methyl]carbamoyl}-5-[(4,6-dimethylpyridin-2-yl)amino]pyridin-3-yl)amino]propan-2-yl}carbamate in DCM (1 mL) were added TFA (0.2 mL) and triethylsilane (0.146 mL, 0.917 mmol). The reaction mixture was stirred at room temperature for 4 hours, and then concentrated under reduced pressure. The residue was purified via reverse phase HPLC (acetonitrile/water with 0.1% TFA, linear gradient) to give 5-{[3-(acetylamino)-2-aminopropy... The solvent is C(Cl)Cl (DCM). Reaction conditions: time 4 hour. Product: OC(=O)C(F)(F)F.C(C)(=O)NCC(CNC=1C=C(C(=NC1)C(=O)N)NC1=NC(=CC(=C1)C)C)N (5-{[3-(acetylamino)-2-aminopropyl]amino}-3-[(4,6-dimethylpyridin-2-yl)amino]pyridine-2-carboxamide TFA salt). The reactants are Cl.CC1=CC=CC(=N1)C(=N)N (6-Methyl-2-picoline amidine hydrochloride), C(C)O (ethanol), C(C)(=O)O (acetic acid), Ethyl o-chlorobenzoyl acetate, [Na] (sodium), C(C)O (ethanol). Run in C[O-].[Na+] (sodium methoxide). Yields the product ClC1=C(C=CC=C1)C1=NC(=NC(=C1)O)C1=NC(=CC=C1)C (4-o-chlorophenyl-6-hydroxy-2-(6-methyl-2-pyridinyl)pyrimidine). RXN SMILES: [ClH:1].[CH3:2][C:3]1[N:8]=[C:7]([C:9]([NH2:11])=[NH:10])[CH:6]=[CH:5][CH:4]=1.[Na].[C:13]([OH:16])(=O)[CH3:14].[CH2:17](O)[CH3:18]>C[O-].[Na+]>[Cl:1][C:6]1[CH:5]=[CH:4][CH:3]=[CH:2][C:17]=1[C:18]1[CH:14]=[C:13]([OH:16])[N:11]=[C:9]([C:7]2[CH:6]=[CH:5][CH:4]=[C:3]([CH3:2])[N:8]=2)[N:10]=1 |f:0.1,5.6,^1:11|. Reported procedure: 6-Methyl-2-picoline amidine hydrochloride (5 g) was dissolved in a solution of sodium methoxide in ethanol prepared from ethanol (50 ml) and metallic sodium (0.8 g). Ethyl o-chlorobenzoyl acetate (7.3 g) was added to the solution obtained above, then the mixture was heated uner reflux for 1 hour. After the reaction mixture was cooled to room temperature, it was neutralized with acetic acid and then concentrated under reduced pressure. The residue obtained was washed with water and n-hexane to ob... Reactants: CC1=C(C=C(C(=O)O)C=C1[N+](=O)[O-])[N+](=O)[O-] (4-methyl-3,5-dinitrobenzoic acid), S(=O)(=O)(N)N (sulfamide), O (water). Run in N1=CC=CC=C1 (pyridine). Run at temperature 117.5 celsius, time 1 hour. Yields the product CC1=C(C=C(C(=O)N)C=C1[N+](=O)[O-])[N+](=O)[O-] (4-Methyl-3,5-dinitrobenzamide). Isolated yield 91.3%. RXN SMILES: [CH3:1][C:2]1[C:10]([N+:11]([O-:13])=[O:12])=[CH:9][C:5]([C:6](O)=[O:7])=[CH:4][C:3]=1[N+:14]([O-:16])=[O:15].S(N)([NH2:20])(=O)=O.O>N1C=CC=CC=1>[CH3:1][C:2]1[C:10]([N+:11]([O-:13])=[O:12])=[CH:9][C:5]([C:6]([NH2:20])=[O:7])=[CH:4][C:3]=1[N+:14]([O-:16])=[O:15]. Reported procedure: A mixture of 4-methyl-3,5-dinitrobenzoic acid (48.2 kg) (3) and sulfamide (50.1 kg) in pyridine (197 kg) is heated to reflux (about 115-120° C.) for about 1.5 hours. The solution is then cooled to ambient temperature and water is added (178 kg) over about 1 hour. The mixture is then cooled to about ˜5° C. and held at this temperature for about 1 hour. The product slurry is centrifuged and the solids obtained are washed with water (621 L). The product is dried in a vacuum tray dryer at a temperat... Reactants: C1CCOC1, CN, O=C(Nc1cccc(C(F)(F)F)c1)c1cccc2cc(Oc3cc(CCl)ncn3)ccc12. Yields the product CNCc1cc(Oc2ccc3c(C(=O)Nc4cccc(C(F)(F)F)c4)cccc3c2)ncn1. As a reaction SMILES: [CH2:35]1[O:36][CH2:37][CH2:38][CH2:39]1.[CH3:33][NH2:34].[F:1][C:2]([c:3]1[cH:4][c:5]([NH:9][C:10](=[O:11])[c:12]2[cH:13][cH:14][cH:15][c:16]3[cH:17][c:18]([O:22][c:23]4[n:24][cH:25][n:26][c:27]([CH2:29][Cl:30])[cH:28]4)[cH:19][cH:20][c:21]23)[cH:6][cH:7][cH:8]1)([F:31])[F:32]>>[F:1][C:2]([c:3]1[cH:4][c:5]([NH:9][C:10](=[O:11])[c:12]2[cH:13][cH:14][cH:15][c:16]3[cH:17][c:18]([O:22][c:23]4[n:24][cH:25][n:26][c:27]([CH2:29][NH:34][CH3:33])[cH:28]4)[cH:19][cH:20][c:21]23)[cH:6][cH:7][cH:8]1)([F:31])[F:32].